This data is from the Open Reaction Database (ORD), a public repository of structured organic reaction records. The task is: describe an organic reaction: reactants, conditions, products, and yield Reactants: O=C(O)C(F)(F)F, COCCC(=O)c1sc(NC(=O)OC(C)(C)C)nc1-c1ccco1. Yields the product COCCC(=O)c1sc(N)nc1-c1ccco1. As a reaction SMILES: [OH:25][C:26]([C:27]([F:28])([F:29])[F:30])=[O:31].[o:1]1[c:2](-[c:6]2[n:7][c:8]([NH:17][C:18](=[O:19])[O:20][C:21]([CH3:22])([CH3:23])[CH3:24])[s:9][c:10]2[C:11](=[O:12])[CH2:13][CH2:14][O:15][CH3:16])[cH:3][cH:4][cH:5]1>>[o:1]1[c:2](-[c:6]2[n:7][c:8]([NH2:17])[s:9][c:10]2[C:11](=[O:12])[CH2:13][CH2:14][O:15][CH3:16])[cH:3][cH:4][cH:5]1. Reactants: C=O (paraformaldehyde), COC([C@H](CC1=CC2=C(O[C@@H](CO2)C2=CC=C(C=C2)OCC2=CC(=C(C=C2)Cl)Cl)C=C1)N[C@@H](CC)C1=CC=CC=C1)=O ((S)-3-{(R)-2-[4-(3,4-Dichloro-benzyloxy)-phenyl]-2,3-dihydro-benzo[1,4]dioxin-6-yl}-2-((S)-1-phenyl-propylamino)-propionic acid methyl ester), FC(C(=O)O)(F)F (trifluoroacetic acid). Solvent: CCOC(=O)C (EtOAc), O1CCOCC1 (dioxane), O1CCOCC1 (dioxane). Conditions: time 20 hour. The product is COC(=O)[C@H]1N(CC=2C=C3C(=CC2C1)OC[C@H](O3)C3=CC=C(C=C3)OCC3=CC(=C(C=C3)Cl)Cl)[C@@H](CC)C3=CC=CC=C3 ((3R,8S)-3-[4-(3,4-Dichloro-benzyloxy)-phenyl]-7-((S)-1-phenyl-propyl)-2,3,6,7,8,9-hexahydro-[1,4]dioxino[2,3-g]isoquinoline-8-carboxylic acid methyl ester). Reaction SMILES: [CH3:1][O:2][C:3](=[O:42])[C@@H:4]([NH:32][C@H:33]([C:36]1[CH:41]=[CH:40][CH:39]=[CH:38][CH:37]=1)[CH2:34][CH3:35])[CH2:5][C:6]1[CH:31]=[CH:30][C:9]2[O:10][C@H:11]([C:14]3[CH:19]=[CH:18][C:17]([O:20][CH2:21][C:22]4[CH:27]=[CH:26][C:25]([Cl:28])=[C:24]([Cl:29])[CH:23]=4)=[CH:16][CH:15]=3)[CH2:12][O:13][C:8]=2[CH:7]=1.C=O.F[C:46](F)(F)C(O)=O>O1CCOCC1.CCOC(C)=O>[CH3:1][O:2][C:3]([C@@H:4]1[CH2:5][C:6]2[CH:7]=[C:8]3[O:13][CH2:12][C@@H:11]([C:14]4[CH:15]=[CH:16][C:17]([O:20][CH2:21][C:22]5[CH:27]=[CH:26][C:25]([Cl:28])=[C:24]([Cl:29])[CH:23]=5)=[CH:18][CH:19]=4)[O:10][C:9]3=[CH:30][C:31]=2[CH2:46][N:32]1[C@H:33]([C:36]1[CH:37]=[CH:38][CH:39]=[CH:40][CH:41]=1)[CH2:34][CH3:35])=[O:42]. Procedure: (S)-3-{(R)-2-[4-(3,4-Dichloro-benzyloxy)-phenyl]-2,3-dihydro-benzo[1,4]dioxin-6-yl}-2-((S)-1-phenyl-propylamino)-propionic acid methyl ester (1.0 g) was dissolved in 37 mL dry dioxane and 149 mg paraformaldehyde added. 30 mL dry dioxane and 17 mL trifluoroacetic acid were mixed, cooled on ice and added to the reaction mixture. The reaction was stirred for 20 hours at room temperature and diluted with EtOAc. The organic layer was washed with 10% sodium, dried over Na2SO4 and evaporated. The resid...